This data is from the Open Reaction Database (ORD), a public repository of structured organic reaction records. The task is: describe an organic reaction: reactants, conditions, products, and yield The reactants are CN1C(CN(C(C2=C1C=CC(=C2)Cl)C2=CC=CC=C2)C(=O)Cl)=O (1-methyl-4-chlorocarbonyl-5-phenyl-7-chloro-1,3,4,5-tetrahydro-2H-1,4-benzodiazepine-2-one), N (ammonia). The solvent is CO (methanol). Product: CN1C(CN(C(C2=C1C=CC(=C2)Cl)C2=CC=CC=C2)C(N)=O)=O (1-methyl-4-carbamoyl-5-phenyl-7-chloro-1,3,4,5-tetrahydro-2H-1,4-benzodiazepine-2-one). Yield: 72.0%. Reaction SMILES: [CH3:1][N:2]1[C:8]2[CH:9]=[CH:10][C:11]([Cl:13])=[CH:12][C:7]=2[CH:6]([C:14]2[CH:19]=[CH:18][CH:17]=[CH:16][CH:15]=2)[N:5]([C:20](Cl)=[O:21])[CH2:4][C:3]1=[O:23].[NH3:24]>CO>[CH3:1][N:2]1[C:8]2[CH:9]=[CH:10][C:11]([Cl:13])=[CH:12][C:7]=2[CH:6]([C:14]2[CH:19]=[CH:18][CH:17]=[CH:16][CH:15]=2)[N:5]([C:20](=[O:21])[NH2:24])[CH2:4][C:3]1=[O:23]. Procedure: A suspension of 1.7 g. (4.87 mmoles) of 1-methyl-4-chlorocarbonyl-5-phenyl-7-chloro-1,3,4,5-tetrahydro-2H-1,4-benzodiazepine-2-one in 3.5 ml. of concentrated ammonia and 7 ml. of methanol is stirred at room temperature overnight. The mixture is diluted with 30 ml. of water, the separated crude product is filtered off, and recrystallized from ethanol without drying. 1.16 g. (72%) of 1-methyl-4-carbamoyl-5-phenyl-7-chloro-1,3,4,5-tetrahydro-2H-1,4-benzodiazepine-2-one are obtained; m.p.: 212°-215°... The reactants are Cl.NC1C(N(CC1)CC1=CC=C(O1)C#N)=O (5-(3-amino-2-oxopyrrolidine-1-ylmethyl)furan-2-carbonitrile hydrochloride), COC1=CC=C2C=CC(=CC2=C1)S(=O)(=O)Cl (7-methoxynaphthalene-2-sulfonyl chloride). Solvent: C(Cl)Cl (CH2Cl2). Reaction conditions: time 16 hour. Yields the product C(#N)C=1OC(=CC1)CN1C([C@H](CC1)NS(=O)(=O)C1=CC2=CC(=CC=C2C=C1)OC)=O (7-Methoxynaphthalene-2-sulfonic acid [1-(2-cyanofuran-5-ylmethyl)-2-oxopyrrolidin-3-(S)-yl]-amide). The yield is 45.5%. As a reaction SMILES: Cl.[NH2:2][CH:3]1[CH2:7][CH2:6][N:5]([CH2:8][C:9]2[O:13][C:12]([C:14]#[N:15])=[CH:11][CH:10]=2)[C:4]1=[O:16].[CH3:17][O:18][C:19]1[CH:28]=[C:27]2[C:22]([CH:23]=[CH:24][C:25]([S:29](Cl)(=[O:31])=[O:30])=[CH:26]2)=[CH:21][CH:20]=1>C(Cl)Cl>[C:14]([C:12]1[O:13][C:9]([CH2:8][N:5]2[CH2:6][CH2:7][C@H:3]([NH:2][S:29]([C:25]3[CH:24]=[CH:23][C:22]4[C:27](=[CH:28][C:19]([O:18][CH3:17])=[CH:20][CH:21]=4)[CH:26]=3)(=[O:31])=[O:30])[C:4]2=[O:16])=[CH:10][CH:11]=1)#[N:15] |f:0.1|. Procedure: 7-Methoxynaphthalene-2-sulfonic acid [1-(2-cyanofuran-5-ylmethyl)-2-oxopyrrolidin-3-(S)-yl]amide is prepared as described in EXAMPLE 125, Part C from of 5-(3-amino-2-oxopyrrolidine-1-ylmethyl)furan-2-carbonitrile hydrochloride (1.1 g, 4.55 mmol), and 7-methoxynaphthalene-2-sulfonyl chloride (1.52 g, 5.9 mmol). After 16 hours, the solution is diluted with CH2Cl2. The organic layer is washed with 0.5 N HCl, water and sat NaCl. The organic layer is dried over Na2SO4, filtered and concentrated. The ...